This data is from the Open Reaction Database (ORD), a public repository of structured organic reaction records. The task is: describe an organic reaction: reactants, conditions, products, and yield As a reaction SMILES: [CH3:1][O:2][CH2:3][CH2:4][NH2:5].O.[O:7]=[CH:8][C@@H:9]([C@H:11]([C@@H:13]([C@@H:15]([CH2:17][OH:18])[OH:16])[OH:14])[OH:12])O.N#N>>[CH3:1][O:2][CH2:3][CH2:4][NH:5][CH:17]1[O:18][C@H:9]([CH2:8][OH:7])[C@@H:11]([OH:12])[C@H:13]([OH:14])[C@H:15]1[OH:16]. Yields the product COCCNC1[C@H](O)[C@@H](O)[C@H](O)[C@H](O1)CO (N-(2-methoxyethyl)glucosylamine). Procedure details: N-(2-methoxyethyl)glucosylamine (sugar adduct) is prepared starting with 1728.26 g of 50 wt. % 2-methoxyethylamine in water (11.5 moles, 1.1 mole equivalent of 2-methoxyethylamine) placed under an N2 blanket at 10° C. 2768.57 grams of 50 wt. % glucose in water (10.46 moles, 1 mole equivalent of glucose), which is degassed with N2, is added slowly, with mixing, to the methoxyethylamine solution keeping the temperature below 10° C. The solution is mixed for about 40 minutes after glucose addition ... Starting materials: COCCN (2-methoxyethylamine), O=C[C@H](O)[C@@H](O)[C@H](O)[C@H](O)CO (glucose), O (water), O=C[C@H](O)[C@@H](O)[C@H](O)[C@H](O)CO (glucose), O (water), N#N (N2), COCCN (methoxyethylamine). Starting materials: NCC(CCCCCCCCC)O (racemic 1-amino-2-undecanol), C1(OCCO1)=O (ethylene carbonate). The product is C(CCCCCCCC)C1CNC(O1)=O (5-nonyloxazolidin-2-one). The yield is 81.1%. RXN SMILES: [NH2:1][CH2:2][CH:3]([OH:13])[CH2:4][CH2:5][CH2:6][CH2:7][CH2:8][CH2:9][CH2:10][CH2:11][CH3:12].[C:14]1(=O)OCC[O:15]1>>[CH2:4]([CH:3]1[O:13][C:14](=[O:15])[NH:1][CH2:2]1)[CH2:5][CH2:6][CH2:7][CH2:8][CH2:9][CH2:10][CH2:11][CH3:12]. Reported procedure: 13.8 g of racemic 1-amino-2-undecanol (obtained from reaction of decanal with nitromethane in presence of KF followed bysilylation of nitroalcohol and reduction with LAH) and 6.5 g of ethylene carbonate were heated at approximately 110° C. for 48 hours. The progress of the reaction was followed by tlc. The reaction mixture was worked up as under Example 1 to give 12.74 g (81%) of solid, m.p. 83°-85° C. Reactants: COC(=O)CCN1C(C(=CC(=C1)C=1C(=NN2C1C=CC=C2)C2=CC=CC=C2)C#N)=O (3-[1-(2-methoxycarbonylethyl)-3-cyano-2-oxo-1,2-dihydropyridin-5-yl]-2-phenylpyrazolo[1,5-a]pyridine), C([O-])([O-])=O.[K+].[K+] (potassium carbonate), Cl (hydrochloric acid). The solvent is C(C)O (ethanol). Conditions: temperature 80 celsius, time 6 hour. Yields the product C(=O)(O)CCN1C(C(=CC(=C1)C=1C(=NN2C1C=CC=C2)C2=CC=CC=C2)C#N)=O (3-[1-(2-carboxyethyl)-3-cyano-2-oxo-1,2-dihydropyridin-5-yl]-2-phenylpyrazolo[1,5-a]pyridine). Isolated yield 90.1%. RXN SMILES: C[O:2][C:3]([CH2:5][CH2:6][N:7]1[CH:12]=[C:11]([C:13]2[C:14]([C:22]3[CH:27]=[CH:26][CH:25]=[CH:24][CH:23]=3)=[N:15][N:16]3[CH:21]=[CH:20][CH:19]=[CH:18][C:17]=23)[CH:10]=[C:9]([C:28]#[N:29])[C:8]1=[O:30])=[O:4].C(=O)([O-])[O-].[K+].[K+].Cl>C(O)C>[C:3]([CH2:5][CH2:6][N:7]1[CH:12]=[C:11]([C:13]2[C:14]([C:22]3[CH:27]=[CH:26][CH:25]=[CH:24][CH:23]=3)=[N:15][N:16]3[CH:21]=[CH:20][CH:19]=[CH:18][C:17]=23)[CH:10]=[C:9]([C:28]#[N:29])[C:8]1=[O:30])([OH:4])=[O:2] |f:1.2.3|. Procedure details: A mixture of 3-[1-(2-methoxycarbonylethyl)-3-cyano-2-oxo-1,2-dihydropyridin-5-yl]-2-phenylpyrazolo[1,5-a]pyridine (0.46 g) and potassium carbonate (0.92 g) in 80% aqueous ethanol (4.6 ml) was stirred for 6 hours at 80° C. The mixture was acidified with 5% hydrochloric acid (pH≈2). The resultant precipitates were collected by filtration, washed with water (10 ml), and subjected to a column chromatography on silica gel (10 g) with a mixture of chloroform, methanol and acetic acid (40:4:1). The fra... The reactants are P(=O)(Cl)(Cl)Cl (Phosphorus oxychloride), OC1=C2C(=NC=N1)N(N=C2)C=2C=C(C#N)C=CC2C (3-(4-hydroxy-1H-pyrazolo[3,4-d]pyrimidin-1-yl)-4-methylbenzonitrile). Conditions: temperature 100 celsius, time 4 hour. Yields the product ClC1=C2C(=NC=N1)N(N=C2)C=2C=C(C#N)C=CC2C (3-(4-chloro-1H-pyrazolo[3,4-d]pyrimidin-1-yl)-4-methylbenzonitrile). Yield: 90.0%. Reaction SMILES: P(Cl)(Cl)([Cl:3])=O.O[C:7]1[N:12]=[CH:11][N:10]=[C:9]2[N:13]([C:16]3[CH:17]=[C:18]([CH:21]=[CH:22][C:23]=3[CH3:24])[C:19]#[N:20])[N:14]=[CH:15][C:8]=12>>[Cl:3][C:7]1[N:12]=[CH:11][N:10]=[C:9]2[N:13]([C:16]3[CH:17]=[C:18]([CH:21]=[CH:22][C:23]=3[CH3:24])[C:19]#[N:20])[N:14]=[CH:15][C:8]=12. Procedure: Phosphorus oxychloride (8.90 mL, 95.52 mmol) was added to 3-(4-hydroxy-1H-pyrazolo[3,4-d]pyrimidin-1-yl)-4-methylbenzonitrile (Intermediate AM3) (1.2 g, 4.78 mmol). The resulting solution was stirred at 100° C. for 4 hours. The reaction mixture was evaporated and then azetroped with toluene to remove any residual POCl3. Ice/water was added and the formed precipitate was filtered washing well with water and dried overnight in vacuo over P2O5 to afford 3-(4-chloro-1H-pyrazolo[3,4-d]pyrimidin-1-yl)... The product is O=C(Nc1ccc(Cl)cn1)c1ccccc1NC(=O)C1CCN(Cc2nccs2)CC1. The reactants are O=C(Nc1ccc(Cl)cn1)c1ccccc1NC(=O)C1CCNCC1, O=C(O)C(F)(F)F, O=Cc1nccs1. Reaction SMILES: [Cl:8][c:9]1[cH:10][cH:11][c:12]([NH:15][C:16]([c:17]2[c:18]([NH:23][C:24](=[O:25])[CH:26]3[CH2:27][CH2:28][NH:29][CH2:30][CH2:31]3)[cH:19][cH:20][cH:21][cH:22]2)=[O:32])[n:13][cH:14]1.[F:1][C:2]([F:3])([F:4])[C:5]([OH:6])=[O:7].[s:33]1[c:34]([CH:38]=[O:39])[n:35][cH:36][cH:37]1>>[Cl:8][c:9]1[cH:10][cH:11][c:12]([NH:15][C:16]([c:17]2[c:18]([NH:23][C:24](=[O:25])[CH:26]3[CH2:27][CH2:28][N:29]([CH2:38][c:34]4[s:33][cH:37][cH:36][n:35]4)[CH2:30][CH2:31]3)[cH:19][cH:20][cH:21][cH:22]2)=[O:32])[n:13][cH:14]1.